Task: describe an organic reaction: reactants, conditions, products, and yield. Dataset: the Open Reaction Database (ORD), a public repository of structured organic reaction records Reactants: O=C1NC2=CC(=CC=C2C1)NC(C)=O (N-(2-oxoindolin-6-yl)acetamide), solid, NC=1C=C2CC(NC2=CC1)=O (5-aminoindolin-2-one). The product is O=C1NC2=CC=C(C=C2C1)NC(C)=O (N-(2-oxoindolin-5-yl)acetamide). Reaction SMILES: [O:1]=[C:2]1[CH2:10][C:9]2[C:4](=[CH:5][C:6](NC(=O)C)=[CH:7][CH:8]=2)[NH:3]1.NC1C=C2C(=CC=1)[NH:21][C:20](=[O:25])[CH2:19]2>>[O:1]=[C:2]1[CH2:10][C:9]2[C:4](=[CH:5][CH:6]=[C:7]([NH:21][C:20](=[O:25])[CH3:19])[CH:8]=2)[NH:3]1. Reported procedure: According to procedure for the synthesis of N-(2-oxoindolin-6-yl)acetamide, except substituting 5-aminoindolin-2-one (50 mg, 0.34 mmol), the title compound was prepared as a beige solid (46 mg, 71%). 1H NMR (400 MHz, CDCl3) δ 7.49 (s, 1H), 7.31 (d, J=7.0 Hz, 1H), 6.83 (d, J=8.0 Hz, 1H), 3.52 (s, 2H), 2.10 (s, 3H). The reactants are O=C1CCC(=O)N1Br, O=C(OOC(=O)c1ccccc1)c1ccccc1, ClC(Cl)(Cl)Cl, CCOC(=O)c1sc(Br)nc1C. The product is CCOC(=O)c1sc(Br)nc1CBr. RXN SMILES: [Br:13][N:14]1[C:15](=[O:16])[CH2:17][CH2:18][C:19]1=[O:20].[C:21]([O:22][O:23][C:24](=[O:25])[c:26]1[cH:27][cH:28][cH:29][cH:30][cH:31]1)(=[O:32])[c:33]1[cH:34][cH:35][cH:36][cH:37][cH:38]1.[C:39]([Cl:40])([Cl:41])([Cl:42])[Cl:43].[CH2:1]([CH3:2])[O:3][C:4](=[O:5])[c:6]1[c:7]([CH3:12])[n:8][c:9]([Br:11])[s:10]1>>[CH2:1]([CH3:2])[O:3][C:4](=[O:5])[c:6]1[c:7]([CH2:12][Br:13])[n:8][c:9]([Br:11])[s:10]1.